Task: describe an organic reaction: reactants, conditions, products, and yield. Dataset: the Open Reaction Database (ORD), a public repository of structured organic reaction records Starting materials: BrC=1C=C(C=2C=NN(C2C1)C(C)C)C(=O)NCC=1C(NC(=CC1C)C)=O (6-bromo-N-[(4,6-dimethyl-2-oxo-1,2-dihydro-3-pyridinyl)methyl]-1-(1-methylethyl)-1H-indazole-4-carboxamide), C1(=CC=CC=C1)B(O)O (phenylboronic acid), P(=O)([O-])([O-])[O-].[K+].[K+].[K+] (potassium phosphate), N#N (N2). The reagents and catalysts are C1=CC=C(C=C1)P([C-]2C=CC=C2)C3=CC=CC=C3.C1=CC=C(C=C1)P([C-]2C=CC=C2)C3=CC=CC=C3.Cl[Pd]Cl.[Fe+2].C(Cl)Cl (PdCl2(dppf) CH2Cl2). Solvent: O (water), O1CCOCC1 (1,4-dioxane), CCOC(=O)C (EtOAc), CO (methanol), C(Cl)(Cl)Cl (chloroform), ClCCl (dichloromethane). Conditions: temperature 100 celsius. Product: N (ammonia), CC1=C(C(NC(=C1)C)=O)CNC(=O)C=1C=2C=NN(C2C=C(C1)C1=CC=CC=C1)C(C)C (N-[(4,6-dimethyl-2-oxo-1,2-dihydro-3-pyridinyl)methyl]-1-(1-methylethyl)-6-phenyl-1H-indazole-4-carboxamide). Yield: 138.2%. Reaction SMILES: Br[C:2]1[CH:3]=[C:4]([C:14]([NH:16][CH2:17][C:18]2[C:19](=[O:26])[NH:20][C:21]([CH3:25])=[CH:22][C:23]=2[CH3:24])=[O:15])[C:5]2[CH:6]=[N:7][N:8]([CH:11]([CH3:13])[CH3:12])[C:9]=2[CH:10]=1.[C:27]1(B(O)O)[CH:32]=[CH:31][CH:30]=[CH:29][CH:28]=1.P([O-])([O-])([O-])=O.[K+].[K+].[K+].N#N>CO.C(Cl)(Cl)Cl.C1C=CC(P(C2C=CC=CC=2)[C-]2C=CC=C2)=CC=1.C1C=CC(P(C2C=CC=CC=2)[C-]2C=CC=C2)=CC=1.Cl[Pd]Cl.[Fe+2].C(Cl)Cl.ClCCl.CCOC(C)=O.O.O1CCOCC1>[NH3:7].[CH3:24][C:23]1[CH:22]=[C:21]([CH3:25])[NH:20][C:19](=[O:26])[C:18]=1[CH2:17][NH:16][C:14]([C:4]1[C:5]2[CH:6]=[N:7][N:8]([CH:11]([CH3:13])[CH3:12])[C:9]=2[CH:10]=[C:2]([C:27]2[CH:32]=[CH:31][CH:30]=[CH:29][CH:28]=2)[CH:3]=1)=[O:15] |f:2.3.4.5,9.10.11.12.13|. Procedure: To a mixture of 6-bromo-N-[(4,6-dimethyl-2-oxo-1,2-dihydro-3-pyridinyl)methyl]-1-(1-methylethyl)-1H-indazole-4-carboxamide (0.15 g, 0.359 mmol), phenylboronic acid (0.088 g, 0.719 mmol) and potassium phosphate (tribasic) (0.229 g, 1.078 mmol) was added 1,4-dioxane (3 mL) and water (0.75 mL). The suspension was degassed with N2 for 10 min, at which time PdCl2(dppf)-CH2Cl2 (0.044 g, 0.054 mmol) was added and the sealed reaction heated at 100° C. overnight. Diluted reaction with EtOAc and filtered ... Starting materials: C(C)N(C(C)C)C(C)C (N-ethyldiisopropylamine), C(CC)Br (propyl bromide), NCC1=NN=C(O1)C=1N=CN2C1[C@H]1N(C(C3=C2C=CS3)=O)CCC1 ((S)-1-(5-aminomethyl-1,3,4-oxadiazol-2-yl)-10,11,12,12a-tetrahydro-8H-imidazo[5,1-c]pyrrolo[1,2-a]thieno[3,2-e][1,4]diazepin-8-one). Solvent: CN(C=O)C (dimethylformamide). Conditions: time 12 hour. Product: C(CC)N(CCC)CC1=NN=C(O1)C=1N=CN2C1[C@H]1N(C(C3=C2C=CS3)=O)CCC1 ((S)-1-(5-dipropylaminomethyl-1,3,4-oxadiazol-2-yl)-10,11,12,12a-tetrahydro-8H-imidazo[5,1-c]pyrrolo[1,2-a]thieno[3,2-e][1,4]diazepin-8-one). Isolated yield 37.7%. As a reaction SMILES: C(N(C(C)C)[CH:4]([CH3:6])[CH3:5])C.[CH2:10](Br)[CH2:11][CH3:12].[NH2:14][CH2:15][C:16]1[O:20][C:19]([C:21]2[N:22]=[CH:23][N:24]3[C:30]4[CH:31]=[CH:32][S:33][C:29]=4[C:28](=[O:34])[N:27]4[CH2:35][CH2:36][CH2:37][C@H:26]4[C:25]=23)=[N:18][N:17]=1>CN(C)C=O>[CH2:10]([N:14]([CH2:15][C:16]1[O:20][C:19]([C:21]2[N:22]=[CH:23][N:24]3[C:30]4[CH:31]=[CH:32][S:33][C:29]=4[C:28](=[O:34])[N:27]4[CH2:35][CH2:36][CH2:37][C@H:26]4[C:25]=23)=[N:18][N:17]=1)[CH2:5][CH2:4][CH3:6])[CH2:11][CH3:12]. Procedure: 1.5 ml (8.6 mmol) of N-ethyldiisopropylamine and 0.4 ml (4.4 mmol) of propyl bromide were added to a solution of 0.300 g (0.87 mmol) (S)-1-(5-aminomethyl-1,3,4-oxadiazol-2-yl)-10,11,12,12a-tetrahydro-8H-imidazo[5,1-c]pyrrolo[1,2-a]thieno[3,2-e][1,4]diazepin-8-one in 20 ml of dimethylformamide, whereupon the mixture was stirred at 70° for 12 hours. The dimethylformamide was evaporated and the residue was partitioned between methylene chloride and 2N sodium carbonate solution. The aqueous phase wa... The reactants are CS(=O)(=O)Cl, ClCCl, Cl, Nc1cc([N+](=O)[O-])ccc1Br. Yields the product CS(=O)(=O)Nc1cc([N+](=O)[O-])ccc1Br. Reaction SMILES: [CH3:1][S:2](=[O:3])(=[O:4])[Cl:5].[Cl:18][CH2:19][Cl:20].[ClH:17].[N+:6](=[O:7])([O-:8])[c:9]1[cH:10][c:11]([NH2:16])[c:12]([Br:15])[cH:13][cH:14]1>>[CH3:1][S:2](=[O:3])(=[O:4])[NH:16][c:11]1[cH:10][c:9]([N+:6](=[O:7])[O-:8])[cH:14][cH:13][c:12]1[Br:15]. Reactants: ClCCl, CN(C)C=O, O=C(O)C(CC1CCCC1)c1ccc(Cl)c(Cl)c1, O=C(Cl)C(=O)Cl, Nc1ccc2ccccc2n1, C1CCOC1, O, c1ccncc1. Product: O=C(Nc1ccc2ccccc2n1)C(CC1CCCC1)c1ccc(Cl)c(Cl)c1. RXN SMILES: [CH2:42]([Cl:43])[Cl:44].[CH3:51][N:52]([CH3:53])[CH:54]=[O:55].[CH:1]1([CH2:6][CH:7]([C:8](=[O:9])[OH:10])[c:11]2[cH:12][c:13]([Cl:18])[c:14]([Cl:17])[cH:15][cH:16]2)[CH2:2][CH2:3][CH2:4][CH2:5]1.[Cl:19][C:20]([C:21]([Cl:22])=[O:23])=[O:24].[NH2:25][c:26]1[n:27][c:28]2[cH:29][cH:30][cH:31][cH:32][c:33]2[cH:34][cH:35]1.[O:45]1[CH2:46][CH2:47][CH2:48][CH2:49]1.[OH2:50].[cH:36]1[cH:37][cH:38][n:39][cH:40][cH:41]1>>[CH:1]1([CH2:6][CH:7]([C:8](=[O:10])[NH:25][c:26]2[n:27][c:28]3[cH:29][cH:30][cH:31][cH:32][c:33]3[cH:34][cH:35]2)[c:11]2[cH:12][c:13]([Cl:18])[c:14]([Cl:17])[cH:15][cH:16]2)[CH2:2][CH2:3][CH2:4][CH2:5]1. Reactants: alcohol, C1CCOC1 (THF), Cl (hydrochloric acid). Product: OCC1=CC=C(C=O)C=C1 (4-Hydroxymethylbenzaldehyde). Reaction SMILES: Cl.[CH2:2]1[CH2:6][O:5][CH2:4][CH2:3]1>>[OH:5][CH2:4][C:3]1[CH:2]=[CH:6][C:3]([CH:4]=[O:5])=[CH:2][CH:6]=1. Reported procedure: 7.9 g (44 mmol) of the above alcohol and 100 ml of THF are introduced into a round-bottomed flask, 20 ml of hydrochloric acid (1N) are added and the mixture is heated to reflux for 4 h. The reaction medium is evaporated to dryness, the residue is taken up with ethyl ether and saturated sodium bicarbonate solution and the organic phase is separated after settling has taken place, dried over magnesium sulphate and evaporated. The reactants are CC1=NC(=NN1)C(=O)OCC (ethyl 5-methyl-1H-1,2,4-triazole-3-carboxylate), ClC1=NC=CC(=C1)CCl (2-chloro-4-(chloromethyl)pyridine), C(=O)([O-])[O-].[K+].[K+] (K2CO3). Run in O (H2O), CN(C)C=O (DMF). Conditions: time 8 hour. The product is ClC1=NC=CC(=C1)CN1N=C(N=C1C)C(=O)OCC (ethyl 1-((2-chloropyridin-4-yl)methyl)-5-methyl-1H-1,2,4-triazole-3-carboxylate). Yield: 36.9%. Reaction SMILES: [CH3:1][C:2]1[NH:6][N:5]=[C:4]([C:7]([O:9][CH2:10][CH3:11])=[O:8])[N:3]=1.[Cl:12][C:13]1[CH:18]=[C:17]([CH2:19]Cl)[CH:16]=[CH:15][N:14]=1.C([O-])([O-])=O.[K+].[K+]>CN(C=O)C.O>[Cl:12][C:13]1[CH:18]=[C:17]([CH2:19][N:6]2[C:2]([CH3:1])=[N:3][C:4]([C:7]([O:9][CH2:10][CH3:11])=[O:8])=[N:5]2)[CH:16]=[CH:15][N:14]=1 |f:2.3.4|. Procedure details: To a solution of ethyl 5-methyl-1H-1,2,4-triazole-3-carboxylate (50 mg, 0.28 mmol) and 2-chloro-4-(chloromethyl)pyridine (50 mg, 0.31 mmol) in DMF (2 mL), K2CO3 (116 mg, 0.84 mmol) was added. The mixture was stirred at RT overnight, and was then diluted with H2O (20 mL), extracted with EtOAc (3×20 mL), 4:1 CHCl3:iPrOH (3×20 mL), dried with MgSO4 and concentrated under reduced pressure. The crude product was purified on a Biotage pre-packed silica gel column (EtOAc:Hexane 12% to 100% EtOAc) to af...